This data is from the Open Reaction Database (ORD), a public repository of structured organic reaction records. The task is: describe an organic reaction: reactants, conditions, products, and yield Starting materials: CCc1cc(O)ncn1, ClCCCl, O, O=P(Cl)(Cl)Cl. Product: CCc1cc(Cl)ncn1. RXN SMILES: [CH2:1]([CH3:2])[c:3]1[cH:4][c:5]([OH:9])[n:6][cH:7][n:8]1.[Cl:10][CH2:11][CH2:12][Cl:13].[OH2:19].[P:14]([Cl:15])([Cl:16])([Cl:17])=[O:18]>>[CH2:1]([CH3:2])[c:3]1[cH:4][c:5]([Cl:10])[n:6][cH:7][n:8]1.